This data is from the Open Reaction Database (ORD), a public repository of structured organic reaction records. The task is: describe an organic reaction: reactants, conditions, products, and yield The reactants are C(C)OC(=O)C1=NC=CC=C1NC(=O)C12CC3CC2CC(C1)C3 (3-[(Hexahydro-2,5-methano-pentalene-3a-carbonyl)-amino]-pyridine-2-carboxylic acid ethyl ester), [OH-].[K+] (potassium hydroxide), Cl (HCl). Run in C(C)(=O)OCC (ethyl acetate), C(C)O.O (ethanol water). Product: C1C2CC3(CC(CC13)C2)C(=O)NC=2C(=NC=CC2)C(=O)O (3-[(Hexahydro-2,5-methano-pentalene-3a-carbonyl)-amino]-pyridine-2-carboxylic acid). Reaction SMILES: C([O:3][C:4]([C:6]1[C:11]([NH:12][C:13]([C:15]23[CH2:22][CH:21]4[CH2:23][CH:17]([CH2:18][CH:19]2[CH2:20]4)[CH2:16]3)=[O:14])=[CH:10][CH:9]=[CH:8][N:7]=1)=[O:5])C.[OH-].[K+].Cl>C(O)C.O.C(OCC)(=O)C>[CH2:18]1[CH:19]2[C:15]3([C:13]([NH:12][C:11]4[C:6]([C:4]([OH:5])=[O:3])=[N:7][CH:8]=[CH:9][CH:10]=4)=[O:14])[CH2:22][CH:21]([CH2:23][CH:17]1[CH2:16]3)[CH2:20]2 |f:1.2,4.5|. Procedure: To a solution of Example 332A (0.23 g, 0.73 mmol) in ethanol/water (10/2) was added potassium hydroxide (0.2 g, 3.66 mmol). The solution was warmed to 65 degrees for 12 hours, cooled and diluted with ethyl acetate (50 mL). The solution was acidified with 0.5M HCl (10 mL), then washed with brine, dried over MgSO4, filtered, and concentrated to afford the title compound. MS (ESI) m/z 286 (M+H)+. Reactants: C(C1=CC=CC=C1)OC1=NC(=NC(=C1)C1=C2C=CN(C2=CC=C1)[Si](C(C)C)(C(C)C)C(C)C)NC=1C=NC=CC1 ([4-Benzyloxy-6-(1-triisopropylsilanyl-1H-indol-4-yl)-pyrimidin-2-yl]-pyridin-3-yl-amine), C(C1=CC=CC=C1)OC1=NC(=NC(=C1)Cl)NC=1C=NC=CC1 ((4-benzyloxy-6-chloro-pyrimidin-2-yl)-pyridin-3-yl-amine), C([O-])([O-])=O.[K+].[K+] (potassium carbonate), CC1(OB(OC1(C)C)C1=C2C=CN(C2=CC=C1)[Si](C(C)C)(C(C)C)C(C)C)C (4-(4,4,5,5-tetramethyl-[1,3,2]dioxaborolan-2-yl)-1-triisopropylsilanyl-1H-indole). The reagents and catalysts are C=1C=CC(=CC1)[P](C=2C=CC=CC2)(C=3C=CC=CC3)[Pd]([P](C=4C=CC=CC4)(C=5C=CC=CC5)C=6C=CC=CC6)([P](C=7C=CC=CC7)(C=8C=CC=CC8)C=9C=CC=CC9)[P](C=1C=CC=CC1)(C=1C=CC=CC1)C=1C=CC=CC1 (Pd(PPh3)4). Run in O1CCOCC1 (dioxane), CN(C)C=O (DMF). Yields the product N1C=CC2=C(C=CC=C12)C1=CC(=NC(=N1)NC=1C=NC=CC1)O (6-(1H-indol-4-yl)-2-(pyridin-3-ylamino)-pyrimidin-4-ol). As a reaction SMILES: C([O:8][C:9]1[CH:14]=[C:13]([C:15]2[CH:23]=[CH:22][CH:21]=[C:20]3[C:16]=2[CH:17]=[CH:18][N:19]3[Si](C(C)C)(C(C)C)C(C)C)[N:12]=[C:11]([NH:34][C:35]2[CH:36]=[N:37][CH:38]=[CH:39][CH:40]=2)[N:10]=1)C1C=CC=CC=1.C(OC1C=C(Cl)N=C(NC2C=NC=CC=2)N=1)C1C=CC=CC=1.C(=O)([O-])[O-].[K+].[K+].CC1(C)C(C)(C)OB(C2C=CC=C3C=2C=CN3[Si](C(C)C)(C(C)C)C(C)C)O1>C1C=CC([P]([Pd]([P](C2C=CC=CC=2)(C2C=CC=CC=2)C2C=CC=CC=2)([P](C2C=CC=CC=2)(C2C=CC=CC=2)C2C=CC=CC=2)[P](C2C=CC=CC=2)(C2C=CC=CC=2)C2C=CC=CC=2)(C2C=CC=CC=2)C2C=CC=CC=2)=CC=1.O1CCOCC1.CN(C=O)C>[NH:19]1[C:20]2[C:16](=[C:15]([C:13]3[N:12]=[C:11]([NH:34][C:35]4[CH:36]=[N:37][CH:38]=[CH:39][CH:40]=4)[N:10]=[C:9]([OH:8])[CH:14]=3)[CH:23]=[CH:22][CH:21]=2)[CH:17]=[CH:18]1 |f:2.3.4,^1:100,102,121,140|. Procedure details: [4-Benzyloxy-6-(1-triisopropylsilanyl-1H-indol-4-yl)-pyrimidin-2-yl]-pyridin-3-yl-amine. DMF (1 mL) and dioxane (2 mL) were added through a septum to a nitrogen-purged microwave tube containing (4-benzyloxy-6-chloro-pyrimidin-2-yl)-pyridin-3-yl-amine (80 mg, 0.256 mmol), potassium carbonate (71 mg, 0.50 mmol), Pd(PPh3)4 (59 mg, 0.51 mmol), and 4-(4,4,5,5-tetramethyl-[1,3,2]dioxaborolan-2-yl)-1-triisopropylsilanyl-1H-indole (153 mg, 0.384 mmol). The mixture was subjected to microwave conditions 1... Reactants: [N+](=O)(O)[O-] (nitric acid), )-isomer/( S )-isomer, C(C)(=O)OC(C)=O (acetic anhydride), O[C@@H]1C(=C(C(C1)=O)CC=C)C ((S)-4-hydroxy-3-methyl-2-(2-propenyl)-2-cyclopenten-1-one). Run in C(Cl)(Cl)Cl (chloroform). Product: CC1=C(C(C[C@@H]1O[N+](=O)[O-])=O)CC=C ((S)-3-methyl-4-nitroxy-2-(2-propenyl)-2-cyclopenten-1-one). Isolated yield 97.2%. As a reaction SMILES: [N+:1]([O-:4])([OH:3])=[O:2].C(OC(=O)C)(=O)C.O[C@H:13]1[CH2:17][C:16](=[O:18])[C:15]([CH2:19][CH:20]=[CH2:21])=[C:14]1[CH3:22]>C(Cl)(Cl)Cl>[CH3:22][C:14]1[C@@H:13]([O:2][N+:1]([O-:4])=[O:3])[CH2:17][C:16](=[O:18])[C:15]=1[CH2:19][CH:20]=[CH2:21]. Reported procedure: Into a mixed solution of 8 g of fuming nitric acid and 24 g of acetic anhydride, kept at a temperature of -5° to 10° C., was added dropwise 6 g of (S)-4-hydroxy-3-methyl-2-(2-propenyl)-2-cyclopenten-1-one ([α]D23 : +10.3° (C=1.17, in chloroform), (R)-isomer/(S)-isomer=15.7/84.3). Thereafter, with the same operations as in Example 1, 7.56 g of crude (S)-3-methyl-4-nitroxy-2-(2-propenyl)-2-cyclopenten-1-one was obtained. Starting materials: CC(C)(C)OC(=O)N1CCC(Nc2ccc(Cl)cc2)C1, ClCCl, O=C(O)C(F)(F)F. The product is Clc1ccc(NC2CCNC2)cc1. RXN SMILES: [C:1]([O:2][C:3](=[O:4])[N:8]1[CH2:9][CH:10]([NH:13][c:14]2[cH:15][cH:16][c:17]([Cl:20])[cH:18][cH:19]2)[CH2:11][CH2:12]1)([CH3:5])([CH3:6])[CH3:7].[Cl:28][CH2:29][Cl:30].[F:21][C:22]([F:23])([F:24])[C:25]([OH:26])=[O:27]>>[NH:8]1[CH2:9][CH:10]([NH:13][c:14]2[cH:15][cH:16][c:17]([Cl:20])[cH:18][cH:19]2)[CH2:11][CH2:12]1. Starting materials: C1(=CC=C(C=C1)S(=O)(=O)Cl)C (para-toluenesulfonyl chloride), C1=CSC=2CNCC=3N(C21)C=CC3 (5,6-dihydro -4H-pyrrolo[1,2-a]thieno[2,3-f][1,4]diazepine). Solvent: N1=CC=CC=C1 (pyridine), O (water). Conditions: time 1 hour. The product is C1(=CC=C(C=C1)S(=O)(=O)N1CC=2N(C3=C(C1)SC=C3)C=CC2)C (5-(p-tolylsulfonyl)-5,6-dihydro-4H -pyrrolo[1,2-a]thieno[2,3-f][1,4]diazepine). Isolated yield 22.0%. As a reaction SMILES: [C:1]1([CH3:11])[CH:6]=[CH:5][C:4]([S:7](Cl)(=[O:9])=[O:8])=[CH:3][CH:2]=1.[CH:12]1[C:21]2[N:20]3[CH:22]=[CH:23][CH:24]=[C:19]3[CH2:18][NH:17][CH2:16][C:15]=2[S:14][CH:13]=1>N1C=CC=CC=1.O>[C:1]1([CH3:11])[CH:6]=[CH:5][C:4]([S:7]([N:17]2[CH2:16][C:15]3[S:14][CH:13]=[CH:12][C:21]=3[N:20]3[CH:22]=[CH:23][CH:24]=[C:19]3[CH2:18]2)(=[O:9])=[O:8])=[CH:3][CH:2]=1. Procedure: An excess of para-toluenesulfonyl chloride is added to a solution of 1 g (0.0053 mol) of 5,6-dihydro -4H-pyrrolo[1,2-a]thieno[2,3-f][1,4]diazepine in 10 ml of pyridine, and the reaction mixture is then stirred at room temperature for one hour. The pyridine is then removed under reduced pressure and the oil residue obtained is ground in 100 ml of water. The emulsion formed is extracted with 3 times 100 ml of ethyl ether. The organic phases are separated after settling has taken place, combined, d... The reactants are CC1=C(C(=O)C2=C(C1=O)N3C[C@H]4[C@@H]([C@@]3([C@H]2COC(=O)N)O)N4C)OC (mitomycin B), CC(C)([O-])C.[K+] (potassium t-butoxide), C(=O)=O (dry ice). Run in O1CCOCC1 (dioxane). Reaction conditions: time 2 day. Product: CC1=C(C(=O)C2=C(C1=O)N3C[C@H]4[C@@H]([C@@]3(C2=C)O)N4C)OC (10-decarbamoyloxy-9-dehydro-mitomycin B). Isolated yield 17.0%. As a reaction SMILES: [CH3:1][C:2]1[C:8](=[O:9])[C:7]2[N:10]3[C@@:14]([OH:21])([C@@H:15]([CH2:16]OC(N)=O)[C:6]=2[C:4](=[O:5])[C:3]=1[O:24][CH3:25])[C@H:13]1[N:22]([CH3:23])[C@H:12]1[CH2:11]3.CC(C)([O-])C.[K+].C(=O)=O>O1CCOCC1>[CH3:1][C:2]1[C:8](=[O:9])[C:7]2[N:10]3[C@@:14]([OH:21])([C:15](=[CH2:16])[C:6]=2[C:4](=[O:5])[C:3]=1[O:24][CH3:25])[C@H:13]1[N:22]([CH3:23])[C@H:12]1[CH2:11]3 |f:1.2|. Procedure details: In this example, 100 mg of mitomycin B is dissolved in 5 ml of dioxane. To this solution, 100 mg of potassium t-butoxide is added and the mixture is stirred at room temperature for 2 days. The reaction mixture is then neutralized with an excess amount of dry ice and subjected to filtration. The filtrate is concentrated under reduced pressure and the residue is then subjected to silica gel column chromatography using a mixed solvent of acetone and chloroform (1:4) (volume ratio as is the same her...